From a dataset of the Open Reaction Database (ORD), a public repository of structured organic reaction records. describe an organic reaction: reactants, conditions, products, and yield Reactants: Clc1ccccc1Cl, NC(N)=O, NS(=O)(=O)O, O=C(O)c1ccc([N+](=O)[O-])cc1. Yields the product NC(=O)c1ccc([N+](=O)[O-])cc1. Reaction SMILES: [Cl:22][c:23]1[cH:24][cH:25][cH:26][cH:27][c:28]1[Cl:29].[NH2:13][C:14](=[O:15])[NH2:16].[NH2:17][S:18](=[O:19])(=[O:20])[OH:21].[OH:1][C:2](=[O:3])[c:4]1[cH:5][cH:6][c:7]([N+:10]([O-:11])=[O:12])[cH:8][cH:9]1>>[O:1]=[C:2]([c:4]1[cH:5][cH:6][c:7]([N+:10]([O-:11])=[O:12])[cH:8][cH:9]1)[NH2:13]. Reactants: C(CCC)C(C(C)=O)C1CO1 (3-butyl-4,5-epoxy-pentan-2-one), Cl (hydrochloric acid). The solvent is C(Cl)(Cl)Cl (chloroform). The product is CC=1OC=CC1CCCC (2-methyl-3-butylfuran). Isolated yield 35.0%. RXN SMILES: [CH2:1]([CH:5]([CH:9]1[O:11][CH2:10]1)[C:6](=O)[CH3:7])[CH2:2][CH2:3][CH3:4].Cl>C(Cl)(Cl)Cl>[CH3:10][C:9]1[O:11][CH:7]=[CH:6][C:5]=1[CH2:1][CH2:2][CH2:3][CH3:4]. Procedure: 15.6 Grams of 3-butyl-4,5-epoxy-pentan-2-one was added to chloroform (300 ml), and then conc. hydrochloric acid (3 ml) was added thereto, followed by refluxing for 10 hours. The chloroform layer was washed with water and then with an aqueous sodium hydrogen carbonate solution, followed by concentrating. The residue was column chromatographed on silica gel to obtain 4.8 g of 2-methyl-3-butylfuran. Starting materials: CNN, CN(C)C=O, O=C1c2ccccc2C(=O)N1OCc1cc(Cl)c2c(c1Cl)OC(c1ccccc1)(c1ccccc1)O2. The product is NOCc1cc(Cl)c2c(c1Cl)OC(c1ccccc1)(c1ccccc1)O2. Reaction SMILES: [CH3:1][NH:2][NH2:3].[CH3:40][N:41]([CH3:42])[CH:43]=[O:44].[Cl:4][c:5]1[c:6]([CH2:27][O:28][N:29]2[C:30](=[O:31])[c:32]3[cH:33][cH:34][cH:35][cH:36][c:37]3[C:38]2=[O:39])[cH:7][c:8]([Cl:26])[c:9]2[c:13]1[O:12][C:11]([c:14]1[cH:15][cH:16][cH:17][cH:18][cH:19]1)([c:20]1[cH:21][cH:22][cH:23][cH:24][cH:25]1)[O:10]2>>[Cl:4][c:5]1[c:6]([CH2:27][O:28][NH2:29])[cH:7][c:8]([Cl:26])[c:9]2[c:13]1[O:12][C:11]([c:14]1[cH:15][cH:16][cH:17][cH:18][cH:19]1)([c:20]1[cH:21][cH:22][cH:23][cH:24][cH:25]1)[O:10]2.